Dataset: the Open Reaction Database (ORD), a public repository of structured organic reaction records. Task: describe an organic reaction: reactants, conditions, products, and yield Starting materials: CC1C(C(CCC1)C)O (2,6-dimethylcyclohexyl alcohol), OC1=CC=C(C=C1)CC(=O)O (4-hydroxyphenylacetic acid), C1(=CC=C(C=C1)S(=O)(=O)O)C (p-toluenesulfonic acid), C1=CC=CC=C1 (benzene). Run in O (water). Product: OC1=CC=C(C=C1)CC(=O)OC1C(CCCC1C)C (2,6-dimethylcyclohexyl 4-hydroxyphenylacetate). The yield is 51.0%. RXN SMILES: [CH3:1][CH:2]1[CH2:7][CH2:6][CH2:5][CH:4]([CH3:8])[CH:3]1[OH:9].[OH:10][C:11]1[CH:16]=[CH:15][C:14]([CH2:17][C:18](O)=[O:19])=[CH:13][CH:12]=1.C1(C)C=CC(S(O)(=O)=O)=CC=1.C1C=CC=CC=1>O>[OH:10][C:11]1[CH:16]=[CH:15][C:14]([CH2:17][C:18]([O:9][CH:3]2[CH:4]([CH3:8])[CH2:5][CH2:6][CH2:7][CH:2]2[CH3:1])=[O:19])=[CH:13][CH:12]=1. Reported procedure: A mixture of 2,6-dimethylcyclohexyl alcohol (11.4 g), 4-hydroxyphenylacetic acid (9.12 g), p-toluenesulfonic acid (1 g) and benzene (300 mL) was refluxed with continuous water separation for 20 hours. The mixture was filtered and the filtrate was washed with a 10% Na2CO3 solution, then with water. Drying over MgSO4 and evaporation in vacuo afforded 8.02 g of 2,6-dimethylcyclohexyl 4-hydroxyphenylacetate. That product has the structural formula: ##STR26## Reactants: CC(C)(COCc1ccccc1)C(=O)Cl, CC=O, [Cl-], [Cl-], ClCCl, [Zn+2]. Product: CC(Cl)OC(=O)C(C)(C)COCc1ccccc1. As a reaction SMILES: [CH3:1][C:2]([C:3](=[O:4])[Cl:5])([CH2:6][O:7][CH2:8][c:9]1[cH:10][cH:11][cH:12][cH:13][cH:14]1)[CH3:15].[CH:16]([CH3:17])=[O:18].[Cl-:22].[Cl-:24].[Cl:19][CH2:20][Cl:21].[Zn+2:23]>>[CH3:1][C:2]([C:3](=[O:4])[O:18][CH:16]([CH3:17])[Cl:19])([CH2:6][O:7][CH2:8][c:9]1[cH:10][cH:11][cH:12][cH:13][cH:14]1)[CH3:15]. Reactants: CNc1cc(Nc2cccc(CN3CCN(C)CC3)c2)ncn1, Cc1ccccc1, O=C(Cl)Cl, COc1cc(OC)c(Cl)c(N)c1Cl, ClCCl, [N-]=C=O, [Na+], O=C([O-])O, C1COCCO1. Yields the product COc1cc(OC)c(Cl)c(NC(=O)N(C)c2cc(Nc3cccc(CN4CCN(C)CC4)c3)ncn2)c1Cl. RXN SMILES: [CH3:21][NH:22][c:23]1[n:24][cH:25][n:26][c:27]([NH:29][c:30]2[cH:31][c:32]([CH2:36][N:37]3[CH2:38][CH2:39][N:40]([CH3:43])[CH2:41][CH2:42]3)[cH:33][cH:34][cH:35]2)[cH:28]1.[CH3:55][c:56]1[cH:57][cH:58][cH:59][cH:60][cH:61]1.[Cl:1][C:2]([Cl:3])=[O:4].[Cl:5][c:6]1[c:7]([NH2:8])[c:9]([Cl:17])[c:10]([O:15][CH3:16])[cH:11][c:12]1[O:13][CH3:14].[Cl:62][CH2:63][Cl:64].[N-:18]=[C:19]=[O:20].[Na+:48].[O-:44][C:45]([OH:46])=[O:47].[O:49]1[CH2:50][CH2:51][O:52][CH2:53][CH2:54]1>>[C:2](=[O:4])([NH:8][c:7]1[c:6]([Cl:5])[c:12]([O:13][CH3:14])[cH:11][c:10]([O:15][CH3:16])[c:9]1[Cl:17])[N:22]([CH3:21])[c:23]1[n:24][cH:25][n:26][c:27]([NH:29][c:30]2[cH:31][c:32]([CH2:36][N:37]3[CH2:38][CH2:39][N:40]([CH3:43])[CH2:41][CH2:42]3)[cH:33][cH:34][cH:35]2)[cH:28]1. Reactants: N#CCBr, O=C([O-])[O-], CC(C)=O, COc1cc(I)c(O)cc1I, [K+], [K+]. The product is COc1cc(I)c(OCC#N)cc1I. Reaction SMILES: [Br:18][CH2:19][C:20]#[N:21].[C:12](=[O:13])([O-:14])[O-:15].[CH3:22][C:23](=[O:24])[CH3:25].[I:1][c:2]1[c:3]([OH:11])[cH:4][c:5]([I:10])[c:6]([O:8][CH3:9])[cH:7]1.[K+:16].[K+:17]>>[I:1][c:2]1[c:3]([O:11][CH2:19][C:20]#[N:21])[cH:4][c:5]([I:10])[c:6]([O:8][CH3:9])[cH:7]1. The reactants are [O-]S(=O)[O-].[Na+].[Na+] (Na2SO3), [Li+].[OH-] (LiOH), OO (H2O2), C(C1=CC=CC=C1)[C@H]1N(C(OC1)=O)C(=O)C1C(C1)C1=CC(=C(C(=C1)F)OCC1=CC=CC=C1)F ((R)-4-benzyl-3-[2-(4-benzyloxy-3,5-difluoro-phenyl)-cyclopropanecarbonyl]-oxazolidin-2-on), C1CCOC1.O (THF H2O). Run in O (water). Reaction conditions: time 30 minute. The product is C(C1=CC=CC=C1)OC1=C(C=C(C=C1F)C1C(C1)C(=O)O)F (2-(4-benzyloxy-3,5-difluoro-phenyl)-cyclopropane carboxylic acid). As a reaction SMILES: [Li+].[OH-:2].OO.C([C@@H]1COC(=O)N1C([CH:20]1[CH2:22][CH:21]1[C:23]1[CH:28]=[C:27]([F:29])[C:26]([O:30][CH2:31][C:32]2[CH:37]=[CH:36][CH:35]=[CH:34][CH:33]=2)=[C:25]([F:38])[CH:24]=1)=O)C1C=CC=CC=1.[O-]S([O-])=O.[Na+].[Na+].C1[CH2:49][O:48]CC1.O>O>[CH2:31]([O:30][C:26]1[C:27]([F:29])=[CH:28][C:23]([CH:21]2[CH2:22][CH:20]2[C:49]([OH:48])=[O:2])=[CH:24][C:25]=1[F:38])[C:32]1[CH:33]=[CH:34][CH:35]=[CH:36][CH:37]=1 |f:0.1,4.5.6,7.8|. Reported procedure: After LiOH (6.4 mg, 0.152 mmol) was dissolved in water (1 mL), H2O2 (35%, 37 mg, 0.38 mmol) was added thereto, and the mixture was stirred at room temperature for 30 minutes, and then cooled to 0° C. The reactant was added to the solution of (R)-4-benzyl-3-[2-(4-benzyloxy-3,5-difluoro-phenyl)-cyclopropanecarbonyl]-oxazolidin-2-on (less polar, 44 mg, 0.095 mmol) obtained in Step B of Preparation Example 58 dissolved in THF/H2O (2 mL/0.5 mL), and the mixture was stirred for 1 hour. After the termi... Reactants: COC(=O)c1ccc(NC(=O)c2cc(Cl)c(Oc3ccncc3C(=O)N3CCN(C4CC4)c4ccccc43)cc2Cl)cc1, C1COCCO1, O. Yields the product O=C(O)c1ccc(NC(=O)c2cc(Cl)c(Oc3ccncc3C(=O)N3CCN(C4CC4)c4ccccc43)cc2Cl)cc1. RXN SMILES: [CH3:1][O:2][C:3]([c:4]1[cH:5][cH:6][c:7]([NH:10][C:11]([c:12]2[c:13]([Cl:41])[cH:14][c:15]([O:19][c:20]3[c:21]([C:26](=[O:27])[N:28]4[CH2:29][CH2:30][N:31]([CH:38]5[CH2:39][CH2:40]5)[c:32]5[cH:33][cH:34][cH:35][cH:36][c:37]54)[cH:22][n:23][cH:24][cH:25]3)[c:16]([Cl:18])[cH:17]2)=[O:42])[cH:8][cH:9]1)=[O:43].[O:45]1[CH2:46][CH2:47][O:48][CH2:49][CH2:50]1.[OH2:44]>>[O:2]=[C:3]([c:4]1[cH:5][cH:6][c:7]([NH:10][C:11]([c:12]2[c:13]([Cl:41])[cH:14][c:15]([O:19][c:20]3[c:21]([C:26](=[O:27])[N:28]4[CH2:29][CH2:30][N:31]([CH:38]5[CH2:39][CH2:40]5)[c:32]5[cH:33][cH:34][cH:35][cH:36][c:37]54)[cH:22][n:23][cH:24][cH:25]3)[c:16]([Cl:18])[cH:17]2)=[O:42])[cH:8][cH:9]1)[OH:43]. Reactants: ClC(CC(C)C)C=1C=C(OC1C)C=1C=CC(=NC1)OC (5-[4-(1-chloro-3-methylbutyl)-5-methylfuran-2-yl]-2-methoxypyridine), NC=1C=CC(=NC1)C(=O)OC (methyl 5-aminopyridine-2-carboxylate), C([O-])([O-])=O.[Na+].[Na+] (sodium carbonate), [I-].[Na+] (sodium iodide). Run in CN(C(C)=O)C (N,N-dimethylacetamide), O (water). Conditions: temperature 80 celsius, time 8 hour. Yields the product COC1=CC=C(C=N1)C1=CC(=C(O1)C)C(CC(C)C)NC=1C=CC(=NC1)C(=O)O (5-({1-[5-(6-methoxypyridin-3-yl)-2-methylfuran-3-yl]-3-methylbutyl}amino)pyridine-2-carboxylic acid). Reaction SMILES: Cl[CH:2]([C:7]1[CH:8]=[C:9]([C:13]2[CH:14]=[CH:15][C:16]([O:19][CH3:20])=[N:17][CH:18]=2)[O:10][C:11]=1[CH3:12])[CH2:3][CH:4]([CH3:6])[CH3:5].[NH2:21][C:22]1[CH:23]=[CH:24][C:25]([C:28]([O:30]C)=[O:29])=[N:26][CH:27]=1.C(=O)([O-])[O-].[Na+].[Na+].[I-].[Na+]>CN(C)C(=O)C.O>[CH3:20][O:19][C:16]1[N:17]=[CH:18][C:13]([C:9]2[O:10][C:11]([CH3:12])=[C:7]([CH:2]([NH:21][C:22]3[CH:23]=[CH:24][C:25]([C:28]([OH:30])=[O:29])=[N:26][CH:27]=3)[CH2:3][CH:4]([CH3:6])[CH3:5])[CH:8]=2)=[CH:14][CH:15]=1 |f:2.3.4,5.6|. Procedure: A mixture of 5-[4-(1-chloro-3-methylbutyl)-5-methylfuran-2-yl]-2-methoxypyridine (0.9 g), methyl 5-aminopyridine-2-carboxylate (0.5 g), sodium carbonate (0.5 g) and sodium iodide (0.9 g) in N,N-dimethylacetamide (20 mL) was stirred at 80° C. for 8 hr. The reaction mixture was poured into water, and the mixture was extracted with ethyl acetate. The organic layer was washed with saturated brine, and dried over magnesium sulfate. The solvent was evaporated under reduced pressure, and the residue wa...